Dataset: the Open Reaction Database (ORD), a public repository of structured organic reaction records. Task: describe an organic reaction: reactants, conditions, products, and yield Starting materials: FC1=CC=C(C=C1)NC(=O)C1(CC1)C(=O)O (1-((4-fluorophenyl)carbamoyl)cyclopropanecarboxylic acid), C(C)N(CC#CC1=CC2=NC=CC(=C2S1)OC1=CC=C(C=C1)N)CC (4-(2-(3-(diethylamino)prop-1-ynyl)thieno[3,2-b]pyridin -7-yloxy)benzenamine), CN1CCOCC1 (N-methylmorpholine), ClC(=O)OCC(C)C (isobutyl chloroformate). The solvent is C1CCOC1 (THF), C1CCOC1 (THF). Run at temperature -78 celsius. Product: C(C)N(CC#CC1=CC2=NC=CC(=C2S1)OC1=CC=C(C=C1)NC(OCC(C)C)=O)CC (isobutyl 4-(2-(3-(diethylamino)prop-1-ynyl)thieno[3,2-b]pyridin-7-yloxy)phenylcarbamate). Reaction SMILES: FC1C=CC(NC(C2(C(O)=O)CC2)=O)=CC=1.CN1CCOCC1.Cl[C:25]([O:27][CH2:28][CH:29]([CH3:31])[CH3:30])=[O:26].[CH2:32]([N:34]([CH2:55][CH3:56])[CH2:35][C:36]#[C:37][C:38]1[S:46][C:45]2[C:40](=[N:41][CH:42]=[CH:43][C:44]=2[O:47][C:48]2[CH:53]=[CH:52][C:51]([NH2:54])=[CH:50][CH:49]=2)[CH:39]=1)[CH3:33]>C1COCC1>[CH2:55]([N:34]([CH2:32][CH3:33])[CH2:35][C:36]#[C:37][C:38]1[S:46][C:45]2[C:40](=[N:41][CH:42]=[CH:43][C:44]=2[O:47][C:48]2[CH:49]=[CH:50][C:51]([NH:54][C:25](=[O:26])[O:27][CH2:28][CH:29]([CH3:31])[CH3:30])=[CH:52][CH:53]=2)[CH:39]=1)[CH3:56]. Reported procedure: A 25 mL, single-neck, round-bottomed flask was charged with 1-((4-fluorophenyl)carbamoyl)cyclopropanecarboxylic acid (42 mg, 0.1694 mmol) and THF (2 mL) under nitrogen and cooled to −78° C. on a dry ice bath. N-methylmorpholine (0.037 mL, 0.34 mmol), and isobutyl chloroformate (0.019 ml, 0.15 mmol) were added. After 15 minutes 4-(2-(3-(diethylamino)prop-1-ynyl)thieno[3,2-b]pyridin -7-yloxy)benzenamine (40 mg, 0.11 mmol) in THF (1 mL) was added, and the reaction was allowed to warm to room temper... Reactants: COc1cccc(CC(=O)NN)c1, Cc1ccc(S(=O)(=O)c2ccccc2C=O)cc1, CCO. Yields the product COc1cccc(CC(=O)NN=Cc2ccccc2S(=O)(=O)c2ccc(C)cc2)c1. Reaction SMILES: [CH3:19][O:20][c:21]1[cH:22][c:23]([CH2:27][C:28](=[O:29])[NH:30][NH2:31])[cH:24][cH:25][cH:26]1.[CH3:1][c:2]1[cH:3][cH:4][c:5]([S:8](=[O:9])(=[O:10])[c:11]2[c:12]([CH:13]=[O:14])[cH:15][cH:16][cH:17][cH:18]2)[cH:6][cH:7]1.[CH3:32][CH2:33][OH:34]>>[CH3:1][c:2]1[cH:3][cH:4][c:5]([S:8](=[O:9])(=[O:10])[c:11]2[c:12]([CH:13]=[N:31][NH:30][C:28]([CH2:27][c:23]3[cH:22][c:21]([O:20][CH3:19])[cH:26][cH:25][cH:24]3)=[O:29])[cH:15][cH:16][cH:17][cH:18]2)[cH:6][cH:7]1. The reactants are C(C1=CC=CC=C1)OC1=CC(=C2C(=NC=NC2=C1)Cl)OC[C@@H]1N(CCC1)C(=O)OC(C)(C)C (tert-butyl (2R)-2-({[7-(benzyloxy)-4-chloroquinazolin-5-yl]oxy}methyl)-pyrrolidine-1-carboxylate), ClC=1C=C(N)C=CC1F (3-chloro-4-fluoroaniline), C(C)(C)N(C(C)C)CC (N,N-diisopropylethylamine). Run in C1CCOC1 (THF). Conditions: temperature 70 celsius. The product is C(C1=CC=CC=C1)OC1=CC(=C2C(=NC=NC2=C1)NC1=CC(=C(C=C1)F)Cl)OC[C@@H]1N(CCC1)C(=O)OC(C)(C)C (tert-butyl (2R)-2-[({7-(benzyloxy)-4-[3-chloro-4-fluoroanilino]quinazolin-5-yl}oxy)methyl]pyrrolidine-1-carboxylate). As a reaction SMILES: [CH2:1]([O:8][C:9]1[CH:18]=[C:17]2[C:12]([C:13](Cl)=[N:14][CH:15]=[N:16]2)=[C:11]([O:20][CH2:21][C@H:22]2[CH2:26][CH2:25][CH2:24][N:23]2[C:27]([O:29][C:30]([CH3:33])([CH3:32])[CH3:31])=[O:28])[CH:10]=1)[C:2]1[CH:7]=[CH:6][CH:5]=[CH:4][CH:3]=1.[Cl:34][C:35]1[CH:36]=[C:37]([CH:39]=[CH:40][C:41]=1[F:42])[NH2:38].C(N(CC)C(C)C)(C)C>C1COCC1>[CH2:1]([O:8][C:9]1[CH:18]=[C:17]2[C:12]([C:13]([NH:38][C:37]3[CH:39]=[CH:40][C:41]([F:42])=[C:35]([Cl:34])[CH:36]=3)=[N:14][CH:15]=[N:16]2)=[C:11]([O:20][CH2:21][C@H:22]2[CH2:26][CH2:25][CH2:24][N:23]2[C:27]([O:29][C:30]([CH3:33])([CH3:32])[CH3:31])=[O:28])[CH:10]=1)[C:2]1[CH:3]=[CH:4][CH:5]=[CH:6][CH:7]=1. Reported procedure: The crude tert-butyl (2R)-2-({[7-(benzyloxy)-4-chloroquinazolin-5-yl]oxy}methyl)-pyrrolidine-1-carboxylate was taken up in THF (5 ml) and 3-chloro-4-fluoroaniline (160 mg) and N,N-diisopropylethylamine (580 μl) were each added in one portion and the solution was heated at 70° C. for 18 hours. The reaction mixture was cooled to room temperature and concentrated in vacuo to leave a thick brown oil. Purification by flash chromatography, using 1.5% methanol in DCM as eluent, gave the tert-butyl (2R)... Starting materials: acid chloride, C(C1=CC=C(C(=O)O)C=C1)(=O)O (terephthalic acid), C(CCCCCO)O (1,6-hexanediol). Conditions: temperature 150 celsius, time 6 hour. Yields the product C(C1=CC=C(C(=O)O)C=C1)(=O)O.C(CCCCC)(O)O (hexanediol terephthalate). As a reaction SMILES: [C:1]([OH:12])(=[O:11])[C:2]1[CH:10]=[CH:9][C:5]([C:6]([OH:8])=[O:7])=[CH:4][CH:3]=1.C(O)CCCCCO>>[C:1]([OH:12])(=[O:11])[C:2]1[CH:10]=[CH:9][C:5]([C:6]([OH:8])=[O:7])=[CH:4][CH:3]=1.[CH:6]([OH:8])([OH:7])[CH2:5][CH2:4][CH2:3][CH2:2][CH3:1] |f:2.3|. Reported procedure: Two moles acid chloride of terephthalic acid ##STR49## and three moles of 1,6-hexanediol [HO (CH2)6OH] are placed in a 100 mL flask equipped with a distillation extender, a septum, and a stirring magnet. The flask is flushed with argon for 15 min. then heated in an oil bath at about 150° C. The HCl in the argon flow can be monitored by pH paper--a more quantitative method uses a basic solution of known normality and allows the argon flow to bubble through. The solution is then titrated and the e...